From a dataset of the Open Reaction Database (ORD), a public repository of structured organic reaction records. describe an organic reaction: reactants, conditions, products, and yield The reactants are Oc1nc2ccc(Br)c(Br)c2[nH]1, Cl, [Na+], [OH-]. Yields the product Oc1nc2ccc(Br)cc2[nH]1. RXN SMILES: [Br:1][c:2]1[c:3]([Br:12])[c:4]2[c:5]([n:6][c:7]([OH:9])[nH:8]2)[cH:10][cH:11]1.[ClH:15].[Na+:14].[OH-:13]>>[Br:1][c:2]1[cH:3][c:4]2[c:5]([n:6][c:7]([OH:9])[nH:8]2)[cH:10][cH:11]1. Reactants: CC1=C(C(=O)OC)C=C(C=C1)[N+](=O)[O-] (methyl 2-methyl-5-nitrobenzoate), CO (methanol). Reagents/catalysts: [Pd] (palladium-on-carbon). Conditions: time 18 hour. The product is CC=1C(=C(C(=O)O)C=C(C1)N)C (methyl 2-methyl-5-aminobenzoic acid). Reaction SMILES: [CH3:1][C:2]1[CH:11]=[CH:10][C:9]([N+:12]([O-])=O)=[CH:8][C:3]=1[C:4]([O:6]C)=[O:5].[CH3:15]O>[Pd]>[CH3:15][C:11]1[C:2]([CH3:1])=[C:3]([CH:8]=[C:9]([NH2:12])[CH:10]=1)[C:4]([OH:6])=[O:5]. Procedure: Combine methyl 2-methyl-5-nitrobenzoate (5.32 g, 27.2 mmol) and methanol (100 mL). Add 5% palladium-on-carbon (0.27 g). Hydrogenate on a pressure apparatus at 50 psi. After 18 hours, filter through celite to remove the catalyst and evaporate the filtrate in vacuo to give methyl 2-methyl-5-aminobenzoic acid: Rf=0.34 (silica gel, ethyl acetate/hexane 1/4). RXN SMILES: [C:24](=[O:25])([O-:26])[O-:27].[C:30]([O:31][CH:32]([CH3:33])[Cl:34])([O:35][CH2:36][CH3:37])=[O:38].[CH3:41][C:42](=[O:43])[CH3:44].[Cl:1][c:2]1[cH:3][c:4]2[c:5]([s:23]1)[C:6]([OH:22])=[C:7]([C:13](=[O:14])[NH:15][c:16]1[n:17][cH:18][cH:19][cH:20][cH:21]1)[N:8]([CH3:12])[S:9]2(=[O:10])=[O:11].[I-:40].[K+:28].[K+:29].[Na+:39]>>[Cl:1][c:2]1[cH:3][c:4]2[c:5]([s:23]1)[C:6]([O:22][CH:32]([O:31][C:30]([O:35][CH2:36][CH3:37])=[O:38])[CH3:33])=[C:7]([C:13](=[O:14])[NH:15][c:16]1[n:17][cH:18][cH:19][cH:20][cH:21]1)[N:8]([CH3:12])[S:9]2(=[O:10])=[O:11]. Yields the product CCOC(=O)OC(C)OC1=C(C(=O)Nc2ccccn2)N(C)S(=O)(=O)c2cc(Cl)sc21. Starting materials: O=C([O-])[O-], CCOC(=O)OC(C)Cl, CC(C)=O, CN1C(C(=O)Nc2ccccn2)=C(O)c2sc(Cl)cc2S1(=O)=O, [I-], [K+], [K+], [Na+]. Reactants: C1=C(C=CC2=CC=CC=C12)C(=O)O (2-naphthoic acid), C(C(=O)Cl)(=O)Cl (oxalyl chloride), CN(C)C=O (DMF). Conditions: time 2 hour. Yields the product C1=C(C=CC2=CC=CC=C12)C(=O)N (Naphthalene-2-Carboxylic Acid Amide). As a reaction SMILES: [CH:1]1[C:10]2[C:5](=[CH:6][CH:7]=[CH:8][CH:9]=2)[CH:4]=[CH:3][C:2]=1[C:11]([OH:13])=O.C(Cl)(=O)C(Cl)=O.C[N:21](C=O)C>>[CH:1]1[C:10]2[C:5](=[CH:6][CH:7]=[CH:8][CH:9]=2)[CH:4]=[CH:3][C:2]=1[C:11]([NH2:21])=[O:13]. Procedure: To a solution of 2-naphthoic acid (25 g, 0.145 mol) in MC (200 ml), oxalyl chloride (38 ml, 0.4356 mol) and a catalytic amount of DMF were added and stirred at room temperature for 2 hrs. After the solvent was evaporated, the crude acyl chloride was diluted with MC (200 ml), to which a solution of ammonium hydroxide in water (160 ml) was dropwise added at an ice bath temperature. After stirring for 1 hr, the precipitated product was collected by suction filtration, triturated in hexane and dried... Reactants: [OH-].[Na+] (sodium hydroxide), P(=O)(Cl)(Cl)Cl (phosphorus oxychloride), CN(C)C=O (DMF), ice water, CN1NC(=CC1=O)C(F)(F)F (1-methyl-3-trifluoromethyl-5-pyrazolone). Reaction conditions: temperature 110 celsius, time 1 hour. Product: CN1N=C(C(=C1Cl)C=O)C(F)(F)F (1-methyl-3-trifluoromethyl-5-chloropyrazole-4-carbaldehyde). Isolated yield 77.0%. As a reaction SMILES: P(Cl)(Cl)([Cl:3])=O.[CH3:6][N:7]1[C:11](=O)[CH:10]=[C:9]([C:13]([F:16])([F:15])[F:14])[NH:8]1.[OH-].[Na+].CN([CH:22]=[O:23])C>>[CH3:6][N:7]1[C:11]([Cl:3])=[C:10]([CH:22]=[O:23])[C:9]([C:13]([F:16])([F:15])[F:14])=[N:8]1 |f:2.3|. Reported procedure: 21.35 g of phosphorus oxychloride was dropwise added to 4.72 g of DMF at 10° C. or lower. After the temperature of the reaction solutio was returned to room temperature, the reaction mixture was stirred for 1 hour, and 10.71 g of 1-methyl-3-trifluoromethyl-5-pyrazolone was added thereto. The resulting mixture was heated up to 110° C., and stirred for 7 hours. After having been left to be at 70° C. the reaction mixture was poured into ice water. After pH of the mixture was made to be about 4 with... Starting materials: COc1cc2c(cc1O[Si](C(C)C)(C(C)C)C(C)C)CC(C)(C)NC2C, COc1cccc(CBr)c1, CC(C)=O, O. Product: COc1cccc(CN2C(C)c3cc(OC)c(O[Si](C(C)C)(C(C)C)C(C)C)cc3CC2(C)C)c1. RXN SMILES: [CH3:1][O:2][c:3]1[c:4]([O:16][Si:17]([CH:18]([CH3:19])[CH3:20])([CH:21]([CH3:22])[CH3:23])[CH:24]([CH3:25])[CH3:26])[cH:5][c:6]2[c:11]([cH:12]1)[CH:10]([CH3:13])[NH:9][C:8]([CH3:14])([CH3:15])[CH2:7]2.[CH3:27][O:28][c:29]1[cH:30][c:31]([CH2:32][Br:33])[cH:34][cH:35][cH:36]1.[CH3:37][C:38](=[O:39])[CH3:40].[OH2:41]>>[CH3:1][O:2][c:3]1[c:4]([O:16][Si:17]([CH:18]([CH3:19])[CH3:20])([CH:21]([CH3:22])[CH3:23])[CH:24]([CH3:25])[CH3:26])[cH:5][c:6]2[c:11]([cH:12]1)[CH:10]([CH3:13])[N:9]([CH2:32][c:31]1[cH:30][c:29]([O:28][CH3:27])[cH:36][cH:35][cH:34]1)[C:8]([CH3:14])([CH3:15])[CH2:7]2.